Dataset: the Open Reaction Database (ORD), a public repository of structured organic reaction records. Task: describe an organic reaction: reactants, conditions, products, and yield Starting materials: ClC1=C(C=CC(=C1)CCNC1=NC=CC(=N1)C1=CC(=CC=C1)CNC(C)C)O (2-Chloro-4-(2-{4-[3-(isopropylamino-methyl)-phenyl]-pyrimidin-2-ylamino}-ethyl)-phenol), 516, ClC1=C(C=CC(=C1)CCNC1=NC=CC(=N1)C1=CC(=CC=C1)CNC(C)C)O (2-Chloro-4-(2-{4-[3-(isopropylamino-methyl)-phenyl]-pyrimidin-2-ylamino}-ethyl)-phenol), CC1=C(C(=O)O)C=CC=N1 (2-methyl-nicotinic acid). Product: ClC=1C=C(C=CC1O)CCNC1=NC=CC(=N1)C=1C=C(CN(C(C2=C(N=CC=C2)C)=O)C(C)C)C=CC1 (N-(3-{2-[2-(3-Chloro-4-hydroxy-phenyl)-ethylamino]-pyrimidin-4-yl}-benzyl)-N-isopropyl-2-methyl-nicotinamide). As a reaction SMILES: [Cl:1][C:2]1[CH:7]=[C:6]([CH2:8][CH2:9][NH:10][C:11]2[N:16]=[C:15]([C:17]3[CH:22]=[CH:21][CH:20]=[C:19]([CH2:23][NH:24][CH:25]([CH3:27])[CH3:26])[CH:18]=3)[CH:14]=[CH:13][N:12]=2)[CH:5]=[CH:4][C:3]=1[OH:28].[CH3:29][C:30]1[N:38]=[CH:37][CH:36]=[CH:35][C:31]=1[C:32](O)=[O:33]>>[Cl:1][C:2]1[CH:7]=[C:6]([CH2:8][CH2:9][NH:10][C:11]2[N:16]=[C:15]([C:17]3[CH:18]=[C:19]([CH:20]=[CH:21][CH:22]=3)[CH2:23][N:24]([CH:25]([CH3:26])[CH3:27])[C:32](=[O:33])[C:31]3[CH:35]=[CH:36][CH:37]=[N:38][C:30]=3[CH3:29])[CH:14]=[CH:13][N:12]=2)[CH:5]=[CH:4][C:3]=1[OH:28]. Reported procedure: 2-Chloro-4-(2-{4-[3-(isopropylamino-methyl)-phenyl]-pyrimidin-2-ylamino}-ethyl)-phenol (compound 132) was coupled with 2-methyl-nicotinic acid following procedure D2. LC-MS showed the product had the expected M+H+ of 516. 1H NMR (Varian 300 MHz, CDCl3, shifts relative to the solvent peak at 7.24 ppm) δ 8.7 (d, 1H)) 8.5 (m, 2H) 8.3 (d, 1H) 8.1 (s, 1H) 7.9 (m, 1H) 7.4 (m, 3H) 7.3 (m, 1H) 7.2 (m, 1H) 6.9 (d, 1H) 5.5 (s, br, 1H) 3.9 (s, 2H) 3.7 (m, 2H) 2.9 (m, 6H) 1.2 (d, 6H). Starting materials: CCO, COC(=O)c1c(C)c(-c2cccnc2)n2c1CCCC2, [K+], [OH-], O. Product: Cc1c(C(=O)O)c2n(c1-c1cccnc1)CCCC2. As a reaction SMILES: [CH3:24][CH2:25][OH:26].[CH3:3][c:4]1[c:5]([C:19](=[O:20])[O:21][CH3:22])[c:6]2[n:11]([c:12]1-[c:13]1[cH:14][n:15][cH:16][cH:17][cH:18]1)[CH2:10][CH2:9][CH2:8][CH2:7]2.[K+:2].[OH-:1].[OH2:23]>>[CH3:3][c:4]1[c:5]([C:19](=[O:20])[OH:21])[c:6]2[n:11]([c:12]1-[c:13]1[cH:14][n:15][cH:16][cH:17][cH:18]1)[CH2:10][CH2:9][CH2:8][CH2:7]2. The reactants are CCO, C=C(c1cccnc1)c1c(C)[nH]c2ccccc12. Yields the product Cc1[nH]c2ccccc2c1C(C)c1cccnc1. RXN SMILES: [CH3:19][CH2:20][OH:21].[CH3:1][c:2]1[nH:3][c:4]2[cH:5][cH:6][cH:7][cH:8][c:9]2[c:10]1[C:11](=[CH2:12])[c:13]1[cH:14][n:15][cH:16][cH:17][cH:18]1>>[CH3:1][c:2]1[nH:3][c:4]2[cH:5][cH:6][cH:7][cH:8][c:9]2[c:10]1[CH:11]([CH3:12])[c:13]1[cH:14][n:15][cH:16][cH:17][cH:18]1. Starting materials: OC(C(=O)OCC1=CC=C(C=C1)OC)N1C([C@H]([C@H]1SCC(=O)C1OCCC1C)NC(CC1=CC=CC=C1)=O)=O (4-Methoxybenzyl (2RS)-2-hydroxy-2-[(3R,4R)-3-phenylacetamido-4-[(2RS,3SR)-3-methyltetrahydrofuran-2-ylcarbonylmethylthio]azetidin-2-on-1-yl]acetate), [Cl-] (chloride), N1=C(C=CC=C1C)C (2,6-lutidine), 6(c), [Cl-] (chloride), S(=O)(Cl)Cl (thionyl chloride), C(CCC)P(CCCC)CCCC (tri-n-butylphosphine). Run in O1CCCC1 (tetrahydrofuran), O1CCOCC1 (dioxan). The product is C1(=CC=CC=C1)CC(=O)N[C@@H]1C(N([C@@H]1SCC(=O)C1OCCC1C)C(C(=O)OCC1=CC=C(C=C1)OC)=P(CCCC)(CCCC)CCCC)=O (4-Methoxybenzyl 2-[(3R,4R)-3-Phenylacetamido-4-[(2RS, 3SR)-3-methyltetrahydrofuran-2-ylcarbonylmethylthio]azetidin-2-on-1-yl]-2-tri-n-butylphosphoranylideneacetate). Isolated yield 47.0%. As a reaction SMILES: O[CH:2]([N:15]1[C@H:18]([S:19][CH2:20][C:21]([CH:23]2[CH:27]([CH3:28])[CH2:26][CH2:25][O:24]2)=[O:22])[C@H:17]([NH:29][C:30](=[O:38])[CH2:31][C:32]2[CH:37]=[CH:36][CH:35]=[CH:34][CH:33]=2)[C:16]1=[O:39])[C:3]([O:5][CH2:6][C:7]1[CH:12]=[CH:11][C:10]([O:13][CH3:14])=[CH:9][CH:8]=1)=[O:4].[Cl-].S(Cl)(Cl)=O.N1C(C)=CC=CC=1C.[CH2:53]([P:57]([CH2:62][CH2:63][CH2:64][CH3:65])[CH2:58][CH2:59][CH2:60][CH3:61])[CH2:54][CH2:55][CH3:56]>O1CCCC1.O1CCOCC1>[C:32]1([CH2:31][C:30]([NH:29][C@H:17]2[C@@H:18]([S:19][CH2:20][C:21]([CH:23]3[CH:27]([CH3:28])[CH2:26][CH2:25][O:24]3)=[O:22])[N:15]([C:2](=[P:57]([CH2:58][CH2:59][CH2:60][CH3:61])([CH2:62][CH2:63][CH2:64][CH3:65])[CH2:53][CH2:54][CH2:55][CH3:56])[C:3]([O:5][CH2:6][C:7]3[CH:8]=[CH:9][C:10]([O:13][CH3:14])=[CH:11][CH:12]=3)=[O:4])[C:16]2=[O:39])=[O:38])[CH:33]=[CH:34][CH:35]=[CH:36][CH:37]=1. Reported procedure: 4-Methoxybenzyl (2RS)-2-hydroxy-2-[(3R,4R)-3-phenylacetamido-4-[(2RS,3SR)-3-methyltetrahydrofuran-2-ylcarbonylmethylthio]azetidin-2-on-1-yl]acetate (10.406g) was converted to it's chloride with thionyl chloride (3.34g, 2.02ml) and 2,6-lutidine (3.00g, 3.25ml) in tetrahydrofuran (100ml) as described in Example 6(c). The crude chloride in dioxan (80ml) was then converted to the product with tri-n-butylphosphine (6.98ml) also described in 6(c). Flash chromatography on silica gel afforded the title ... Reactants: CCc1cc(C(F)(C(F)(F)F)C(F)(F)C(F)(F)F)cc(C)c1N, CC#N, [K+], [OH-], O. The product is CCc1cc(C(O)(C(F)(F)F)C(F)(F)C(F)(F)F)cc(C)c1N. As a reaction SMILES: [CH2:1]([CH3:2])[c:3]1[c:4]([NH2:23])[c:5]([CH3:22])[cH:6][c:7]([C:9]([C:10]([C:11]([F:12])([F:13])[F:14])([F:15])[F:16])([C:17]([F:18])([F:19])[F:20])[F:21])[cH:8]1.[CH3:26][C:27]#[N:28].[K+:25].[OH-:24].[OH2:29]>>[CH2:1]([CH3:2])[c:3]1[c:4]([NH2:23])[c:5]([CH3:22])[cH:6][c:7]([C:9]([C:10]([C:11]([F:12])([F:13])[F:14])([F:15])[F:16])([C:17]([F:18])([F:19])[F:20])[OH:24])[cH:8]1. Reactants: FC1=CC=C(C=C1)N1CCN(CC1)S(=O)(=O)CC(C(=O)OCC1=CC=CC=C1)CC(C)C (benzyl 3-[4-(4-fluorophenyl)piperazine-1-sulfonyl]-2-isobutylpropionate). The reagents and catalysts are [Pd] (palladium on charcoal). Run in CO (methanol). Product: FC1=CC=C(C=C1)N1CCN(CC1)S(=O)(=O)CC(C(=O)O)CC(C)C (3-[4(4-fluorophenyl)piperazine-1-sulfonyl]-2-isobutylpropionic acid). The yield is 90.7%. As a reaction SMILES: [F:1][C:2]1[CH:7]=[CH:6][C:5]([N:8]2[CH2:13][CH2:12][N:11]([S:14]([CH2:17][CH:18]([CH2:29][CH:30]([CH3:32])[CH3:31])[C:19]([O:21]CC3C=CC=CC=3)=[O:20])(=[O:16])=[O:15])[CH2:10][CH2:9]2)=[CH:4][CH:3]=1>CO.[Pd]>[F:1][C:2]1[CH:7]=[CH:6][C:5]([N:8]2[CH2:13][CH2:12][N:11]([S:14]([CH2:17][CH:18]([CH2:29][CH:30]([CH3:32])[CH3:31])[C:19]([OH:21])=[O:20])(=[O:16])=[O:15])[CH2:10][CH2:9]2)=[CH:4][CH:3]=1. Reported procedure: A solution of benzyl 3-[4-(4-fluorophenyl)piperazine-1-sulfonyl]-2-isobutylpropionate (630 mg) in methanol (10 ml) was hydrogenated under 40 PSI pressure for 18 hours in the presence of palladium on charcoal (63 mg, 10%). The catalyst was removed by filtration and the solvents were removed in vacuo to give 3-[4(4-fluorophenyl)piperazine-1-sulfonyl]-2-isobutylpropionic acid (460 mg). Starting materials: C1CCOC1, CC(C)C1c2nc[nH]c2CCN1C(=O)OCC(Cl)(Cl)Cl, [H-], [Na+]. Product: CC(C)C1c2nc[nH]c2CCN1C(=O)OCC1(C)COC1. RXN SMILES: [CH2:23]1[CH2:24][CH2:25][CH2:26][O:27]1.[CH:3]([CH3:4])([CH3:5])[CH:6]1[N:7]([C:15](=[O:16])[O:17][CH2:18][C:19]([Cl:20])([Cl:21])[Cl:22])[CH2:8][CH2:9][c:10]2[c:11]1[n:12][cH:13][nH:14]2.[H-:2].[Na+:1]>>[CH:3]([CH3:4])([CH3:5])[CH:6]1[N:7]([C:15](=[O:16])[O:17][CH2:18][C:25]2([CH3:24])[CH2:23][O:27][CH2:26]2)[CH2:8][CH2:9][c:10]2[c:11]1[n:12][cH:13][nH:14]2. Starting materials: BrC=1C(=C(C=C(C1)Cl)[N+](=O)[O-])Cl (3-Bromo-2,5-dichloro nitrobenzene). Reagents/catalysts: [Fe] (iron). The product is BrC=1C(=C(N)C=C(C1)Cl)Cl (3-Bromo-2,5-dichloroaniline), solid. Yield: 77.0%. Reaction SMILES: [Br:1][C:2]1[C:3]([Cl:12])=[C:4]([N+:9]([O-])=O)[CH:5]=[C:6]([Cl:8])[CH:7]=1>[Fe]>[Br:1][C:2]1[C:3]([Cl:12])=[C:4]([CH:5]=[C:6]([Cl:8])[CH:7]=1)[NH2:9]. Procedure: 3-Bromo-2,5-dichloro nitrobenzene (D9) was treated with iron powder in the manner described in Description 7 to give the title compound (D10) as a solid (77%), MH+ 240/242. The reactants are CC1(C=2C=CC(=CC2C(CC1)(C)C)C(=O)OC1=CC=C(C(=O)OCCCCCC)C=C1)C (n-Hexyl 4-(5,5,8,8-tetramethyl-5,6,7,8-tetrahydro-2-naphthoyloxy)benzoate), OC1=CC=C(C(=O)OCCCCCC)C=C1 (n-hexyl 4-hydroxybenzoate). Product: CC1(C=2C=CC(=CC2C(CC1)(C)C)C(=O)OC1=CC=C(C(=O)OCC)C=C1)C (Ethyl 4-(5,5,8,8-tetramethyl-5,6,7,8-tetrahydro-2-naphthoyloxy)benzoate). Reaction SMILES: [CH3:1][C:2]1([CH3:32])[CH2:11][CH2:10][C:9]([CH3:13])([CH3:12])[C:8]2[CH:7]=[C:6]([C:14]([O:16][C:17]3[CH:31]=[CH:30][C:20]([C:21]([O:23][CH2:24][CH2:25]CCCC)=[O:22])=[CH:19][CH:18]=3)=[O:15])[CH:5]=[CH:4][C:3]1=2.OC1C=CC(C(OCCCCCC)=O)=CC=1>>[CH3:32][C:2]1([CH3:1])[CH2:11][CH2:10][C:9]([CH3:12])([CH3:13])[C:8]2[CH:7]=[C:6]([C:14]([O:16][C:17]3[CH:18]=[CH:19][C:20]([C:21]([O:23][CH2:24][CH3:25])=[O:22])=[CH:30][CH:31]=3)=[O:15])[CH:5]=[CH:4][C:3]1=2. Procedure: n-Hexyl 4-(5,5,8,8-tetramethyl-5,6,7,8-tetrahydro-2-naphthoyloxy)benzoate-Using n-hexyl 4-hydroxybenzoate, the title compound was synthesized as a colorless oil. PMR (CDCl3): δ 0.92 (3H, m), 1.33 (6H, s), 1.35 (6H, s), 1.42 (6H, m), 1.74 (4H, s), 1.77 (2H, m), 4.34 (2H, t, J~6.7 Hz), 7.30 (2H, d, J~8.8 Hz), 7.46 (1H, d, J~8.3 Hz)), 7.95 (1H, dd, J~8.3 Hz, 1.9 Hz), 8.14 (2H, d, J~8.8 Hz), 8.17 (1H, d, J~1.9 Hz). Reactants: E9, FC=1C=C(C=C(C1OC=1C=NC=C(C1)C(F)(F)F)F)CO ((3,5-difluoro-4-((5-(trifluoromethyl)pyridin-3-yl)oxy)phenyl)methanol), ClC=1C=C2N(C(N1)=O)C[C@@H](N2C)C ((S)-7-chloro-1,2-dimethyl-2,3-dihydroimidazo[1,2-c]pyrimidin-5(1H)-one). The product is FC=1C=C(COC=2C=C3N(C(N2)=O)C[C@@H](N3C)C)C=C(C1OC=1C=NC=C(C1)C(F)(F)F)F ((S)-7-((3,5-difluoro-4-((5-(trifluoromethyl)pyridin-3-yl)oxy)benzyl)oxy)-1,2-dimethyl-2,3-dihydroimidazo[1,2-c]pyrimidin-5(1H)-one). As a reaction SMILES: [F:1][C:2]1[CH:3]=[C:4]([CH2:20][OH:21])[CH:5]=[C:6]([F:19])[C:7]=1[O:8][C:9]1[CH:10]=[N:11][CH:12]=[C:13]([C:15]([F:18])([F:17])[F:16])[CH:14]=1.Cl[C:23]1[CH:24]=[C:25]2[N:32]([CH3:33])[C@@H:31]([CH3:34])[CH2:30][N:26]2[C:27](=[O:29])[N:28]=1>>[F:1][C:2]1[CH:3]=[C:4]([CH:5]=[C:6]([F:19])[C:7]=1[O:8][C:9]1[CH:10]=[N:11][CH:12]=[C:13]([C:15]([F:16])([F:17])[F:18])[CH:14]=1)[CH2:20][O:21][C:23]1[CH:24]=[C:25]2[N:32]([CH3:33])[C@@H:31]([CH3:34])[CH2:30][N:26]2[C:27](=[O:29])[N:28]=1. Procedure details: The title compound was prepared by a procedure similar to that described for E9 starting from (3,5-difluoro-4-((5-(trifluoromethyl)pyridin-3-yl)oxy)phenyl)methanol and (S)-7-chloro-1,2-dimethyl-2,3-dihydroimidazo[1,2-c]pyrimidin-5(1H)-one.